This data is from the Open Reaction Database (ORD), a public repository of structured organic reaction records. The task is: describe an organic reaction: reactants, conditions, products, and yield The product is CCCCCCCCCCCC(C)NC=O. Reactants: CCCCCCCCCCCC(C)=O, NC=O, O=CO. RXN SMILES: [CH2:1]([CH2:2][CH2:3][CH2:4][CH2:5][CH2:6][CH2:7][CH2:8][CH2:9][CH2:10][CH3:11])[C:12](=[O:13])[CH3:14].[CH:15](=[O:16])[NH2:17].[CH:18]([OH:19])=[O:20]>>[CH2:1]([CH2:2][CH2:3][CH2:4][CH2:5][CH2:6][CH2:7][CH2:8][CH2:9][CH2:10][CH3:11])[CH:12]([CH3:14])[NH:17][CH:15]=[O:16].